Dataset: the Open Reaction Database (ORD), a public repository of structured organic reaction records. Task: describe an organic reaction: reactants, conditions, products, and yield Reaction SMILES: [CH3:37][N:38]([CH3:39])[CH:40]=[O:41].[CH:30]1([Br:34])[CH2:31][CH2:32][CH2:33]1.[H-:35].[NH2:1][c:2]1[cH:3][c:4]([N:15]2[CH2:16][CH2:17][N:18]([C:22](=[O:23])[N:24]3[CH2:25][CH2:26][O:27][CH2:28][CH2:29]3)[CH2:19][CH2:20][CH2:21]2)[n:5][c:6]2[cH:7][c:8]([O:13][CH3:14])[c:9]([OH:12])[cH:10][c:11]12.[Na+:36]>>[NH2:1][c:2]1[cH:3][c:4]([N:15]2[CH2:16][CH2:17][N:18]([C:22](=[O:23])[N:24]3[CH2:25][CH2:26][O:27][CH2:28][CH2:29]3)[CH2:19][CH2:20][CH2:21]2)[n:5][c:6]2[cH:7][c:8]([O:13][CH3:14])[c:9]([O:12][CH:30]3[CH2:31][CH2:32][CH2:33]3)[cH:10][c:11]12. The reactants are CN(C)C=O, BrC1CCC1, [H-], COc1cc2nc(N3CCCN(C(=O)N4CCOCC4)CC3)cc(N)c2cc1O, [Na+]. Yields the product COc1cc2nc(N3CCCN(C(=O)N4CCOCC4)CC3)cc(N)c2cc1OC1CCC1. The reactants are COC1=CC=C(CSC=2C=C(C=CC2[N+](=O)[O-])CC(=O)OCC)C=C1 (ethyl 3-(4-methoxybenzylthio)-4-nitrophenylacetate), [Cl-].[NH4+] (ammonium chloride), reduced iron. Run in C(C)O.C1CCOC1.O (ethanol THF water). Yields the product COC1=CC=C(CSC=2C=C(C=CC2N)CC(=O)OCC)C=C1 (ethyl 3-(4-methoxybenzylthio)-4-aminophenylacetate). The yield is 80.3%. RXN SMILES: [CH3:1][O:2][C:3]1[CH:25]=[CH:24][C:6]([CH2:7][S:8][C:9]2[CH:10]=[C:11]([CH2:18][C:19]([O:21][CH2:22][CH3:23])=[O:20])[CH:12]=[CH:13][C:14]=2[N+:15]([O-])=O)=[CH:5][CH:4]=1.[Cl-].[NH4+]>C(O)C.C1COCC1.O>[CH3:1][O:2][C:3]1[CH:25]=[CH:24][C:6]([CH2:7][S:8][C:9]2[CH:10]=[C:11]([CH2:18][C:19]([O:21][CH2:22][CH3:23])=[O:20])[CH:12]=[CH:13][C:14]=2[NH2:15])=[CH:5][CH:4]=1 |f:1.2,3.4.5|. Procedure details: Under stirring, a solution of ethyl 3-(4-methoxybenzylthio)-4-nitrophenylacetate (3.33 g, 9.92 mmol), ammonium chloride (542 mg, 10.1 mmol) and reduced iron powder (2.57 g, 46.1 mmol) in ethanol/THF/water (2:2:1, 75 ml) was heated and refluxed for 1.5 hours. After the reaction mixture was cooled, the insoluble matter was filtered off. The filtrate was distilled under reduced pressure to remove the solvent. The residue was neutralized by pouring therein a saturated aqueous solution of sodium bica... Starting materials: [Si](C)(C)(C(C)(C)C)OCCC1=CC=C(S1)CN1CCC2(CN(CCO2)C(=O)C=2N=C(SC2)C)CC1 ((9-((5-(2-(tert-Butyldimethylsilyloxy)ethyl)thiophen-2-yl)methyl)-1-oxa-4,9-diazaspiro[5.5]undecan-4-yl)(2-methylthiazol-4-yl)methanone), [F-].C(CCC)[N+](CCCC)(CCCC)CCCC (tetrabutylammonium fluoride). The solvent is C1CCOC1 (THF). Run at time 30 minute. Product: OCCC1=CC=C(S1)CN1CCC2(CN(CCO2)C(=O)C=2N=C(SC2)C)CC1 ((9-((5-(2-Hydroxyethyl)thiophen-2-yl)methyl)-1-oxa-4,9-diazaspiro[5.5]undecan-4-yl)(2-methylthiazol-4-yl)methanone). As a reaction SMILES: [Si]([O:8][CH2:9][CH2:10][C:11]1[S:15][C:14]([CH2:16][N:17]2[CH2:35][CH2:34][C:20]3([O:25][CH2:24][CH2:23][N:22]([C:26]([C:28]4[N:29]=[C:30]([CH3:33])[S:31][CH:32]=4)=[O:27])[CH2:21]3)[CH2:19][CH2:18]2)=[CH:13][CH:12]=1)(C(C)(C)C)(C)C.[F-].C([N+](CCCC)(CCCC)CCCC)CCC>C1COCC1>[OH:8][CH2:9][CH2:10][C:11]1[S:15][C:14]([CH2:16][N:17]2[CH2:18][CH2:19][C:20]3([O:25][CH2:24][CH2:23][N:22]([C:26]([C:28]4[N:29]=[C:30]([CH3:33])[S:31][CH:32]=4)=[O:27])[CH2:21]3)[CH2:34][CH2:35]2)=[CH:13][CH:12]=1 |f:1.2|. Procedure details: A solution of (9-((5-(2-(tert-butyldimethylsilyloxy)ethyl)thiophen-2-yl)methyl)-1-oxa-4,9-diazaspiro[5.5]undecan-4-yl)(2-methylthiazol-4-yl)methanone (example 14, step b) (0.3 g) in THF (5 mL) was treated dropwise with a solution of tetrabutylammonium fluoride (1M in THF, 0.672 mL). The mixture was allowed to stand at 20° C. for 30 minutes. The solvents were evaporated using a stream of nitrogen and the residue was purified by flash silica chromatography, elution gradient 1% triethylamine and 2.... Reactants: O=S(=O)(Nc1cccc2nc(Cl)ccc12)c1ccc(F)cc1, NC1CCc2ccccc21. Product: O=S(=O)(Nc1cccc2nc(NC3CCc4ccccc43)ccc12)c1ccc(F)cc1. RXN SMILES: [Cl:1][c:2]1[n:3][c:4]2[cH:5][cH:6][cH:7][c:8]([NH:12][S:13](=[O:14])(=[O:15])[c:16]3[cH:17][cH:18][c:19]([F:22])[cH:20][cH:21]3)[c:9]2[cH:10][cH:11]1.[NH2:23][CH:24]1[CH2:25][CH2:26][c:27]2[cH:28][cH:29][cH:30][cH:31][c:32]21>>[c:2]1([NH:23][CH:24]2[CH2:25][CH2:26][c:27]3[cH:28][cH:29][cH:30][cH:31][c:32]32)[n:3][c:4]2[cH:5][cH:6][cH:7][c:8]([NH:12][S:13](=[O:14])(=[O:15])[c:16]3[cH:17][cH:18][c:19]([F:22])[cH:20][cH:21]3)[c:9]2[cH:10][cH:11]1. The solvent is O (water). Reported procedure: To a mixture of ethanol (40 ml), water (20 ml) and conc. hydrochloric acid (60 ml), N-benzoyl-N-methyl-N-(4-methylsulfinylbenzyl)amine (4.1 g) is added and the mixture is heated with refluxing for 12 hours. After the reaction, the solvent is distilled off under reduced pressure, and to the resulting residue is added 20 % aqueous sodium hydroxide solution, and the mixture is extracted with diethyl ether. The extract is washed successively with water and aqueous sodium chloride solution, and dried... Yields the product CNCC1=CC=C(C=C1)S(=O)C (N-methyl-N-(4-methylsulfinylbenzyl)amine). Yield: 84.1%. Starting materials: C(C)O (ethanol), Cl (hydrochloric acid), C(C1=CC=CC=C1)(=O)N(CC1=CC=C(C=C1)S(=O)C)C (N-benzoyl-N-methyl-N-(4-methylsulfinylbenzyl)amine). RXN SMILES: C(O)C.Cl.[C:5]([N:13](C)[CH2:14][C:15]1[CH:20]=[CH:19][C:18]([S:21]([CH3:23])=[O:22])=[CH:17][CH:16]=1)(=O)C1C=CC=CC=1>O>[CH3:5][NH:13][CH2:14][C:15]1[CH:20]=[CH:19][C:18]([S:21]([CH3:23])=[O:22])=[CH:17][CH:16]=1. The reactants are N1(C=NC=C1)C1=CC=C(N=N1)OC1CN(CCC1)CC1=CC=CC=C1 (3-[(6-(imidazol-1-yl)pyridazin-3-yl)oxy]-1-benzylpiperidine). Reagents/catalysts: [Pd] (Pd/C). Run in CO (methanol). Yields the product N1(C=NC=C1)C1=CC=C(N=N1)OC1CNCCC1 (3-[(6-(imidazol-1-yl)pyridazin-3-yl)oxy]piperidine). The yield is 82.0%. As a reaction SMILES: [N:1]1([C:6]2[N:11]=[N:10][C:9]([O:12][CH:13]3[CH2:18][CH2:17][CH2:16][N:15](CC4C=CC=CC=4)[CH2:14]3)=[CH:8][CH:7]=2)[CH:5]=[CH:4][N:3]=[CH:2]1>CO.[Pd]>[N:1]1([C:6]2[N:11]=[N:10][C:9]([O:12][CH:13]3[CH2:18][CH2:17][CH2:16][NH:15][CH2:14]3)=[CH:8][CH:7]=2)[CH:5]=[CH:4][N:3]=[CH:2]1. Procedure: To a solution of 3-[(6-(imidazol-1-yl)pyridazin-3-yl)oxy]-1-benzylpiperidine (400 mg) in methanol (20 mL) was added 10% Pd/C (0.4 g), and HCO2NH4 (0.6 g). The mixture was heated at reflux under N2 for 1 hour. After cooling to ambient temperature, Pd/C was filtered off. The filtrate was concentrated in vacuo, giving 3-[(6-(imidazol-1-yl)pyridazin-3-yl)oxy]piperidine (240 mg) as an oil, which was used in Example 3 without further purification. Starting materials: CCOC(=O)CN1CCC(Oc2cc3cc[nH]c(=O)c3cc2Cl)CC1, CO, [Na+], [OH-]. The product is O=C(O)CN1CCC(Oc2cc3cc[nH]c(=O)c3cc2Cl)CC1. RXN SMILES: [CH2:1]([CH3:2])[O:3][C:4]([CH2:5][N:6]1[CH2:7][CH2:8][CH:9]([O:12][c:13]2[cH:14][c:15]3[cH:16][cH:17][nH:18][c:19](=[O:24])[c:20]3[cH:21][c:22]2[Cl:23])[CH2:10][CH2:11]1)=[O:25].[CH3:28][OH:29].[Na+:27].[OH-:26]>>[O:3]=[C:4]([CH2:5][N:6]1[CH2:7][CH2:8][CH:9]([O:12][c:13]2[cH:14][c:15]3[cH:16][cH:17][nH:18][c:19](=[O:24])[c:20]3[cH:21][c:22]2[Cl:23])[CH2:10][CH2:11]1)[OH:25].